From a dataset of the Open Reaction Database (ORD), a public repository of structured organic reaction records. describe an organic reaction: reactants, conditions, products, and yield Starting materials: C(C)(=O)N1CC2=CC=CC=C2C2(CCN(CC2)C2(CCCCC2)C#N)C1 (1-(2-acetyl-2,3-dihydro-1H-spiro[isoquinoline-4,4′-piperidine]-1′-yl)cyclohexanecarbonitrile), C[Mg]Br (methylmagnesium bromide). The solvent is O1CCCC1 (tetrahydrofuran). Reaction conditions: time 3 hour. Yields the product CC1(CCCCC1)N1CCC2(CC1)CN(CC1=CC=CC=C12)C(C)=O (1-(1′-(1-methylcyclohexyl) -1H-spiro[isoquinoline-4,4′-piperidine]-2(3H)-yl)ethanone). RXN SMILES: [C:1]([N:4]1[CH2:26][C:12]2([CH2:17][CH2:16][N:15]([C:18]3([C:24]#N)[CH2:23][CH2:22][CH2:21][CH2:20][CH2:19]3)[CH2:14][CH2:13]2)[C:11]2[C:6](=[CH:7][CH:8]=[CH:9][CH:10]=2)[CH2:5]1)(=[O:3])[CH3:2].C[Mg]Br>O1CCCC1>[CH3:24][C:18]1([N:15]2[CH2:14][CH2:13][C:12]3([C:11]4[C:6](=[CH:7][CH:8]=[CH:9][CH:10]=4)[CH2:5][N:4]([C:1](=[O:3])[CH3:2])[CH2:26]3)[CH2:17][CH2:16]2)[CH2:19][CH2:20][CH2:21][CH2:22][CH2:23]1. Reported procedure: The crude 1-(2-acetyl-2,3-dihydro-1H-spiro[isoquinoline-4,4′-piperidine]-1′-yl)cyclohexanecarbonitrile 8a was dissolved in anhydrous tetrahydrofuran (1.0 mL) and treated with methylmagnesium bromide (1.0 mL 1.0 M solution in butyl ether, 1.0 mmol). The vial was flushed with nitrogen and stirred at room temperature for 3 hours. The reaction was diluted with ethyl acetate (5.0 mL), quenched with saturated aqueous ammonium chloride (1.0 mL) and stirred overnight at room temperature. The layers were...